Dataset: the Open Reaction Database (ORD), a public repository of structured organic reaction records. Task: describe an organic reaction: reactants, conditions, products, and yield Reactants: amino acid, N([C@@H](CC1=CC=C(C=C1)OC(C)(C)C)C(=O)N[C@@H](CC1=CC=C(C=C1)OC(C)(C)C)C(=O)ON1C(=O)CCC1=O)C(=O)OC(C)(C)C (Boc-Tyr(tBu)-Tyr(tBu)-OSu), N[C@@H]([C@@H](C)CC)C(=O)O.CN1CC[C@]23C4=C5C=CC(=C4O[C@H]2C(=O)CC[C@H]3[C@H]1C5)OC (Ile Hydrocodone). Product: N[C@@H](CC1=CC=C(C=C1)O)C(=O)N[C@@H](CC1=CC=C(C=C1)O)C(=O)N[C@@H]([C@@H](C)CC)C(=O)O.CN1CC[C@]23C4=C5C=CC(=C4O[C@H]2C(=O)CC[C@H]3[C@H]1C5)OC (Tyr-Tyr-Ile Hydrocodone). RXN SMILES: [NH:1](C(OC(C)(C)C)=O)[C@H:2]([C:15]([NH:17][C@H:18]([C:31](ON1C(=O)CCC1=O)=[O:32])[CH2:19][C:20]1[CH:25]=[CH:24][C:23]([O:26]C(C)(C)C)=[CH:22][CH:21]=1)=[O:16])[CH2:3][C:4]1[CH:9]=[CH:8][C:7]([O:10]C(C)(C)C)=[CH:6][CH:5]=1.[NH2:48][C@H:49]([C:54]([OH:56])=[O:55])[C@H:50]([CH2:52][CH3:53])[CH3:51].[CH3:57][N:58]1[C@@H:75]2[CH2:76][C:63]3[CH:64]=[CH:65][C:66]([O:77][CH3:78])=[C:67]4[O:68][C@H:69]5[C:70]([CH2:72][CH2:73][C@@H:74]2[C@:61]5([C:62]=34)[CH2:60][CH2:59]1)=[O:71]>>[NH2:1][C@H:2]([C:15]([NH:17][C@H:18]([C:31]([NH:48][C@H:49]([C:54]([OH:56])=[O:55])[C@H:50]([CH2:52][CH3:53])[CH3:51])=[O:32])[CH2:19][C:20]1[CH:21]=[CH:22][C:23]([OH:26])=[CH:24][CH:25]=1)=[O:16])[CH2:3][C:4]1[CH:9]=[CH:8][C:7]([OH:10])=[CH:6][CH:5]=1.[CH3:57][N:58]1[C@@H:75]2[CH2:76][C:63]3[CH:64]=[CH:65][C:66]([O:77][CH3:78])=[C:67]4[O:68][C@H:69]5[C:70]([CH2:72][CH2:73][C@@H:74]2[C@:61]5([C:62]=34)[CH2:60][CH2:59]1)=[O:71] |f:1.2,3.4|. Procedure: Tyr-Tyr-Ile-Hydrocodone was prepared by similar methods except the amino acid starting material was Boc-Tyr(tBu)-Tyr(tBu)-OSu and the conjugate starting material was Ile-Hydrocodone. The reactants are O=C([O-])[O-], CCc1nc2c([nH]1)c(=O)n(C)c(=O)n2C, O=C(c1ccc(Cl)cc1)c1ccc(CBr)cc1, [K+], [K+], CN(C)C=O, O. Product: CCc1nc2c(c(=O)n(C)c(=O)n2C)n1Cc1ccc(C(=O)c2ccc(Cl)cc2)cc1. RXN SMILES: [C:16](=[O:17])([O-:18])[O-:19].[CH3:1][n:2]1[c:3](=[O:4])[n:5]([CH3:15])[c:6]2[n:7][c:8]([CH2:13][CH3:14])[nH:9][c:10]2[c:11]1=[O:12].[Cl:22][c:23]1[cH:24][cH:25][c:26]([C:27](=[O:28])[c:29]2[cH:30][cH:31][c:32]([CH2:33][Br:34])[cH:35][cH:36]2)[cH:37][cH:38]1.[K+:20].[K+:21].[O:39]=[CH:40][N:41]([CH3:42])[CH3:43].[OH2:44]>>[CH3:1][n:2]1[c:3](=[O:4])[n:5]([CH3:15])[c:6]2[n:7][c:8]([CH2:13][CH3:14])[n:9]([CH2:33][c:32]3[cH:31][cH:30][c:29]([C:27]([c:26]4[cH:25][cH:24][c:23]([Cl:22])[cH:38][cH:37]4)=[O:28])[cH:36][cH:35]3)[c:10]2[c:11]1=[O:12]. The reactants are CN1C(NC(C(C1=O)(N1C(C2=C(C(=C(C(=C2C1=O)F)F)F)F)=O)C)=O)=O (1,5-Dimethyl-5-(4,5,6,7-tetrafluoro-1,3-dihydro-1,3-dioxo-2H-isoindol-2-yl)-2,4,6-(1H,3H,5H)-pyrimidinetrione), Cl.NC1(C(NC(N(C1=O)CCC)=O)=O)C (5-amino-5-methyl-1-propylbarbituric acid hydrochloride). Product: CC1(C(NC(N(C1=O)CCC)=O)=O)N1C(C2=C(C(=C(C(=C2C1=O)F)F)F)F)=O (5-Methyl-1-propyl-5-(4,5,6,7-tetrafluoro-1,3-dihydro-1,3-dioxo-2H-isoindol-2-yl)-2,4,6(1H,3H,5H)-pyrimidinetrione). Reaction SMILES: [CH3:1][N:2]1[C:7](=[O:8])[C:6]([CH3:24])([N:9]2[C:17](=[O:18])[C:16]3[C:11](=[C:12]([F:22])[C:13]([F:21])=[C:14]([F:20])[C:15]=3[F:19])[C:10]2=[O:23])[C:5](=[O:25])[NH:4][C:3]1=[O:26].Cl.N[C:29]1(C)C(=O)N(CCC)C(=O)N[C:30]1=O>>[CH3:24][C:6]1([N:9]2[C:17](=[O:18])[C:16]3[C:11](=[C:12]([F:22])[C:13]([F:21])=[C:14]([F:20])[C:15]=3[F:19])[C:10]2=[O:23])[C:7](=[O:8])[N:2]([CH2:1][CH2:29][CH3:30])[C:3](=[O:26])[NH:4][C:5]1=[O:25] |f:1.2|. Procedure: Compound 19b was synthesized in the same manner as described for 19a from 5-amino-5-methyl-1-propylbarbituric acid hydrochloride (0.38 g, 1.50 mmol). The crude product was recrystallized from EtOH (70%) to give 5-methyl-1-propyl-5-(tetrafluorophthalimido)-barbituric acid (19b) as white solid. Reactants: Clc1ncccn1, C1COCCO1, OCC(O)CN1CCNCC1. Yields the product OCC(O)CN1CCN(c2ncccn2)CC1. RXN SMILES: [Cl:12][c:13]1[n:14][cH:15][cH:16][cH:17][n:18]1.[O:19]1[CH2:20][CH2:21][O:22][CH2:23][CH2:24]1.[OH:1][CH:2]([CH2:3][N:4]1[CH2:5][CH2:6][NH:7][CH2:8][CH2:9]1)[CH2:10][OH:11]>>[OH:1][CH:2]([CH2:3][N:4]1[CH2:5][CH2:6][N:7]([c:13]2[n:14][cH:15][cH:16][cH:17][n:18]2)[CH2:8][CH2:9]1)[CH2:10][OH:11]. Reactants: FC1=C(C=C(C=C1)C(F)(F)F)[N+](=O)[O-] (4-fluoro-3-nitrobenzotrifluoride), ClC=1C=NC=C(C1)O (3-chloro-5-hydroxypyridine), C([O-])([O-])=O.[K+].[K+] (potassium carbonate). The solvent is CN(C)C=O (DMF). Yields the product ClC=1C=NC=C(C1)OC1=C(C=C(C=C1)C(F)(F)F)[N+](=O)[O-] (4-(3-chloro-5-pyridyloxy)-3-nitrobenzotrifluoride). Yield: 96.7%. Reaction SMILES: F[C:2]1[CH:7]=[CH:6][C:5]([C:8]([F:11])([F:10])[F:9])=[CH:4][C:3]=1[N+:12]([O-:14])=[O:13].[Cl:15][C:16]1[CH:17]=[N:18][CH:19]=[C:20]([OH:22])[CH:21]=1.C(=O)([O-])[O-].[K+].[K+]>CN(C=O)C>[Cl:15][C:16]1[CH:17]=[N:18][CH:19]=[C:20]([O:22][C:2]2[CH:7]=[CH:6][C:5]([C:8]([F:11])([F:10])[F:9])=[CH:4][C:3]=2[N+:12]([O-:14])=[O:13])[CH:21]=1 |f:2.3.4|. Procedure: Using the method of Example 21.2, 4-fluoro-3-nitrobenzotrifluoride (7.4 g) and 3-chloro-5-hydroxypyridine (4.59 g) were heated with potassium carbonate (5.4 g) in DMF at 80° C. for 1 h, then 60° overnight. Workup gave the title compound (10.9 g) as a yellow solid.